This data is from the Open Reaction Database (ORD), a public repository of structured organic reaction records. The task is: describe an organic reaction: reactants, conditions, products, and yield The reactants are [BH3-]C#N, CC(=O)[O-], CC(=O)O, CCO, CCOC(=O)C=C(N)C1(c2ccc(Cl)cc2)CCC1, [NH4+], [Na+]. Product: CCOC(=O)CC(N)C1(c2ccc(Cl)cc2)CCC1. RXN SMILES: [C:20]([BH3-:21])#[N:22].[CH3:25][C:26](=[O:27])[O-:28].[CH3:29][C:30](=[O:31])[OH:32].[CH3:33][CH2:34][OH:35].[NH2:1][C:2](=[CH:3][C:4](=[O:5])[O:6][CH2:7][CH3:8])[C:9]1([c:13]2[cH:14][cH:15][c:16]([Cl:19])[cH:17][cH:18]2)[CH2:10][CH2:11][CH2:12]1.[NH4+:24].[Na+:23]>>[NH2:1][CH:2]([CH2:3][C:4](=[O:5])[O:6][CH2:7][CH3:8])[C:9]1([c:13]2[cH:14][cH:15][c:16]([Cl:19])[cH:17][cH:18]2)[CH2:10][CH2:11][CH2:12]1. Reaction conditions: temperature 80 celsius. Procedure: To a stirring solution of 5-(4-(difluoromethoxy)-2-hydroxy-3-methoxyphenyl)isobenzofuran-1(3H)-one (80 mg, 0.25 mmol) in acetonitrile (5 mL), was added potassium carbonate (103.5 mg, 0.75 mmol) and 1-bromomethyl-4-methanesulfonyl-benzene (186.8 mg, 0.75 mmol) and the resultant reaction mixture was heated to 80° C. for 16 h. The reaction mixture was cooled to RT, filtered through celite and the filtrate was concentrated under reduced pressure. The residue was purified by column chromatography (si... Reactants: FC(OC1=C(C(=C(C=C1)C=1C=C2COC(C2=CC1)=O)O)OC)F (5-(4-(difluoromethoxy)-2-hydroxy-3-methoxyphenyl)isobenzofuran-1(3H)-one), C([O-])([O-])=O.[K+].[K+] (potassium carbonate), BrCC1=CC=C(C=C1)S(=O)(=O)C (1-bromomethyl-4-methanesulfonyl-benzene). Product: FC(OC1=C(C(=C(C=C1)C=1C=C2COC(C2=CC1)=O)OCC1=CC=C(C=C1)S(=O)(=O)C)O)F (5-[4-Difluoromethoxy-3-hydroxy-2-(4-methanesulfonyl-benzyloxy)-phenyl]-3H-isobenzofuran-1-one). The solvent is C(C)#N (acetonitrile). Reaction SMILES: [F:1][CH:2]([F:23])[O:3][C:4]1[CH:9]=[CH:8][C:7]([C:10]2[CH:11]=[C:12]3[C:16](=[CH:17][CH:18]=2)[C:15](=[O:19])[O:14][CH2:13]3)=[C:6]([OH:20])[C:5]=1[O:21]C.C(=O)([O-])[O-].[K+].[K+].Br[CH2:31][C:32]1[CH:37]=[CH:36][C:35]([S:38]([CH3:41])(=[O:40])=[O:39])=[CH:34][CH:33]=1>C(#N)C>[F:23][CH:2]([F:1])[O:3][C:4]1[CH:9]=[CH:8][C:7]([C:10]2[CH:11]=[C:12]3[C:16](=[CH:17][CH:18]=2)[C:15](=[O:19])[O:14][CH2:13]3)=[C:6]([O:20][CH2:31][C:32]2[CH:33]=[CH:34][C:35]([S:38]([CH3:41])(=[O:40])=[O:39])=[CH:36][CH:37]=2)[C:5]=1[OH:21] |f:1.2.3|. Yield: 42.0%.